From a dataset of the Open Reaction Database (ORD), a public repository of structured organic reaction records. describe an organic reaction: reactants, conditions, products, and yield The reactants are O=C([O-])[O-], C#CC(C)(C)O, COCCOC, [Cu]I, Ic1ccc2[nH]ccc2c1, [K+], [K+], [Pd], c1ccc(P(c2ccccc2)c2ccccc2)cc1. Product: CC(C)(O)C#Cc1ccc2[nH]ccc2c1. As a reaction SMILES: [C:30](=[O:31])([O-:32])[O-:33].[CH3:36][C:37]([CH3:38])([C:39]#[CH:40])[OH:41].[CH3:45][O:46][CH2:47][CH2:48][O:49][CH3:50].[Cu:42][I:43].[I:1][c:2]1[cH:3][c:4]2[cH:5][cH:6][nH:7][c:8]2[cH:9][cH:10]1.[K+:34].[K+:35].[Pd:44].[c:11]1([P:12]([c:13]2[cH:14][cH:15][cH:16][cH:17][cH:18]2)[c:19]2[cH:20][cH:21][cH:22][cH:23][cH:24]2)[cH:25][cH:26][cH:27][cH:28][cH:29]1>>[c:2]1([C:40]#[C:39][C:37]([CH3:36])([CH3:38])[OH:41])[cH:3][c:4]2[cH:5][cH:6][nH:7][c:8]2[cH:9][cH:10]1. Reactants: CCOC(C)=O, CCO, Cc1ccc(S(=O)(=O)OCC2C=CCc3cc(F)cc(-c4c(Cl)cccc4Cl)c3O2)cc1, [H][H], O=[Pt]=O. Product: Cc1ccc(S(=O)(=O)OCC2CCCc3cc(F)cc(-c4c(Cl)cccc4Cl)c3O2)cc1. Reaction SMILES: [C:38]([O:39][CH2:40][CH3:41])(=[O:42])[CH3:43].[CH2:35]([OH:36])[CH3:37].[CH3:1][c:2]1[cH:3][cH:4][c:5]([S:8](=[O:9])(=[O:10])[O:11][CH2:12][CH:13]2[CH:14]=[CH:15][CH2:16][c:17]3[c:18]([c:20](-[c:25]4[c:26]([Cl:32])[cH:27][cH:28][cH:29][c:30]4[Cl:31])[cH:21][c:22]([F:24])[cH:23]3)[O:19]2)[cH:6][cH:7]1.[H:33][H:34].[Pt:44](=[O:45])=[O:46]>>[CH3:1][c:2]1[cH:3][cH:4][c:5]([S:8](=[O:9])(=[O:10])[O:11][CH2:12][CH:13]2[CH2:14][CH2:15][CH2:16][c:17]3[c:18]([c:20](-[c:25]4[c:26]([Cl:32])[cH:27][cH:28][cH:29][c:30]4[Cl:31])[cH:21][c:22]([F:24])[cH:23]3)[O:19]2)[cH:6][cH:7]1. Reactants: N1N=NN=C1C=1C=CC=2C(C3=CC=CC=C3OC2C1)=O (3-(5-Tetrazolyl)xanthone), [N+](=O)([O-])[O-].[K+] (Potassium nitrate). Run in S(O)(O)(=O)=O (sulphuric acid). Conditions: temperature 20 celsius, time 1 hour. Yields the product [N+](=O)([O-])C1=CC=2C(C3=CC=C(C=C3OC2C=C1)C1=NN=NN1)=O (2-Nitro-6-(5-tetrazolyl)xanthone). As a reaction SMILES: [NH:1]1[C:5]([C:6]2[CH:7]=[CH:8][C:9]3[C:10](=[O:20])[C:11]4[C:16]([O:17][C:18]=3[CH:19]=2)=[CH:15][CH:14]=[CH:13][CH:12]=4)=[N:4][N:3]=[N:2]1.[N+:21]([O-])([O-:23])=[O:22].[K+]>S(=O)(=O)(O)O>[N+:21]([C:13]1[CH:14]=[CH:15][C:16]2[O:17][C:18]3[C:9](=[CH:8][CH:7]=[C:6]([C:5]4[NH:1][N:2]=[N:3][N:4]=4)[CH:19]=3)[C:10](=[O:20])[C:11]=2[CH:12]=1)([O-:23])=[O:22] |f:1.2|. Procedure details: 3-(5-Tetrazolyl)xanthone (1.0 g) was dissolved in concentrated sulphuric acid (10.0 ml) and the resulting solution cooled to below 15° C. Potassium nitrate (0.50 g) was added in small portions over 10 min. with cooling to maintain the temperature between 10° and 15° C. and the reaction mixture was then stirred at 20° C. for 1 hr. The reaction mixture was poured on to ice and the precipitated product filtered off, washed with water and recrystallised from dimethylformamide. The crystallised produ... As a reaction SMILES: [F:1][C:2]1[CH:10]=[CH:9][C:5]([C:6]([OH:8])=O)=[CH:4][C:3]=1[N:11]1[CH:15]=[C:14]([C:16]2[CH:17]=[N:18][CH:19]=[CH:20][CH:21]=2)[N:13]=[N:12]1.[NH2:22][C:23]1[C:24]([O:38][CH3:39])=[C:25]([NH:33][S:34]([CH3:37])(=[O:36])=[O:35])[CH:26]=[C:27]([C:29]([CH3:32])([CH3:31])[CH3:30])[CH:28]=1>>[C:29]([C:27]1[CH:26]=[C:25]([NH:33][S:34]([CH3:37])(=[O:36])=[O:35])[C:24]([O:38][CH3:39])=[C:23]([NH:22][C:6](=[O:8])[C:5]2[CH:9]=[CH:10][C:2]([F:1])=[C:3]([N:11]3[CH:15]=[C:14]([C:16]4[CH:17]=[N:18][CH:19]=[CH:20][CH:21]=4)[N:13]=[N:12]3)[CH:4]=2)[CH:28]=1)([CH3:32])([CH3:30])[CH3:31]. The product is C(C)(C)(C)C=1C=C(C(=C(C1)NC(C1=CC(=C(C=C1)F)N1N=NC(=C1)C=1C=NC=CC1)=O)OC)NS(=O)(=O)C (N-(5-tert-Butyl-3-methanesulfonylamino-2-methoxy-phenyl)-4-fluoro-3-(4-pyridin-3-yl-[1,2,3]triazol-1-yl)-benzamide). Starting materials: FC1=C(C=C(C(=O)O)C=C1)N1N=NC(=C1)C=1C=NC=CC1 (4-fluoro-3-(4-pyridin-3-yl-[1,2,3]triazol-1-yl)-benzoic acid), NC=1C(=C(C=C(C1)C(C)(C)C)NS(=O)(=O)C)OC (N-(3-amino-5-tert-butyl-2-methoxy-phenyl)-methane-sulfonamide). Procedure: Example 5 was prepared by coupling 4-fluoro-3-(4-pyridin-3-yl-[1,2,3]triazol-1-yl)-benzoic acid with N-(3-amino-5-tert-butyl-2-methoxy-phenyl)-methane-sulfonamide in the same manner as Example 1. ESI MS m/z 539 [C26H27FN6O4S+H]+. The reactants are BrC(Br)(Br)Br, Cc1ccc(NS(=O)(=O)Cc2ccccc2)c(=O)n1CCCO, CN(C)C=O, c1ccc(P(c2ccccc2)c2ccccc2)cc1. Yields the product Cc1ccc(NS(=O)(=O)Cc2ccccc2)c(=O)n1CCCBr. As a reaction SMILES: [C:43]([Br:44])([Br:45])([Br:46])[Br:47].[CH2:20]([c:21]1[cH:22][cH:23][cH:24][cH:25][cH:26]1)[S:27](=[O:28])(=[O:29])[NH:30][c:31]1[c:32](=[O:42])[n:33]([CH2:38][CH2:39][CH2:40][OH:41])[c:34]([CH3:37])[cH:35][cH:36]1.[O:48]=[CH:49][N:50]([CH3:51])[CH3:52].[c:1]1([P:2]([c:3]2[cH:4][cH:5][cH:6][cH:7][cH:8]2)[c:9]2[cH:10][cH:11][cH:12][cH:13][cH:14]2)[cH:15][cH:16][cH:17][cH:18][cH:19]1>>[CH2:20]([c:21]1[cH:22][cH:23][cH:24][cH:25][cH:26]1)[S:27](=[O:28])(=[O:29])[NH:30][c:31]1[c:32](=[O:42])[n:33]([CH2:38][CH2:39][CH2:40][Br:44])[c:34]([CH3:37])[cH:35][cH:36]1. The reactants are C(C)(C)(C)C1=CC=C(CNCCC2=CC(=C(C=C2)F)Cl)C=C1 ((4-tert-butyl-benzyl)-[2-(3-chloro-4-fluoro-phenyl)-ethyl]-amine), ClC=1C=C2C=CNC2=C(C1)C(=O)O (5-chloro-1H-indole-7-carboxylic acid), CN(C)C(=[N+](C)C)ON1C2=C(C=CC=C2)N=N1.[B-](F)(F)(F)F (TBTU), C(C)(C)N(C(C)C)CC (N,N-diisopropylethyl amine). The solvent is CN(C)C=O (DMF), O (water), CN(C)C=O (DMF). Reaction conditions: time 5 minute. The product is C(C)(C)(C)C1=CC=C(CN(C(=O)C=2C=C(C=C3C=CNC23)Cl)CCC2=CC(=C(C=C2)F)Cl)C=C1 (5-Chloro-1H-indole-7-carboxylic acid (4-tert-butyl-benzyl)-[2-(3-chloro-4-fluoro-phenyl)-ethyl]-amide). The yield is 73.7%. As a reaction SMILES: [Cl:1][C:2]1[CH:3]=[C:4]2[C:8](=[C:9]([C:11]([OH:13])=O)[CH:10]=1)[NH:7][CH:6]=[CH:5]2.CN(C(ON1N=NC2C=CC=CC1=2)=[N+](C)C)C.[B-](F)(F)(F)F.C(N(CC)C(C)C)(C)C.[C:45]([C:49]1[CH:66]=[CH:65][C:52]([CH2:53][NH:54][CH2:55][CH2:56][C:57]2[CH:62]=[CH:61][C:60]([F:63])=[C:59]([Cl:64])[CH:58]=2)=[CH:51][CH:50]=1)([CH3:48])([CH3:47])[CH3:46]>CN(C=O)C.O>[C:45]([C:49]1[CH:66]=[CH:65][C:52]([CH2:53][N:54]([CH2:55][CH2:56][C:57]2[CH:62]=[CH:61][C:60]([F:63])=[C:59]([Cl:64])[CH:58]=2)[C:11]([C:9]2[CH:10]=[C:2]([Cl:1])[CH:3]=[C:4]3[C:8]=2[NH:7][CH:6]=[CH:5]3)=[O:13])=[CH:51][CH:50]=1)([CH3:48])([CH3:46])[CH3:47] |f:1.2|. Reported procedure: To a solution of 59 mg (0.3 mmol) of 5-chloro-1H-indole-7-carboxylic acid and 96 mg of TBTU (0.3 mmol) in 3 ml DMF, were added 0.26 ml (1.5 mmol) of N,N-diisopropylethyl amine. After stirring for 5 min at rt, 96 mg (0.3 mmol) (4-tert-butyl-benzyl)-[2-(3-chloro-4-fluoro-phenyl)-ethyl]-amine in 2 ml DMF was added. After 3.5 h stirring at rt, the reaction mixture was diluted with 50 ml water and extracted with 2×50 ml EtOAc. The combined organic phases were washed with water and brine, dried with m... The reactants are C(C1=CC=CC=C1)O (benzyl alcohol), [H-].[Na+] (sodium hydride), FC1=C(C(=C(C=C1)[N+](=O)[O-])CC(C)(OC)OC)F (1,2-difluoro-3-(2,2-dimethoxypropyl)-4-nitrobenzene). Run in CC(=O)N(C)C (DMA), CC(=O)N(C)C (DMA), Cl (hydrochloric acid). Reaction conditions: time 1 hour. The product is C(C)(=O)CC=1C(=C(C=CC1[N+](=O)[O-])OCC1=CC=CC=C1)F (3-acetylmethyl-1-benzyloxy-2-fluoro-4-nitrobenzene). Isolated yield 56.3%. Reaction SMILES: [CH2:1]([OH:8])[C:2]1[CH:7]=[CH:6][CH:5]=[CH:4][CH:3]=1.[H-].[Na+].F[C:12]1[CH:17]=[CH:16][C:15]([N+:18]([O-:20])=[O:19])=[C:14]([CH2:21][C:22](OC)([O:24]C)[CH3:23])[C:13]=1[F:28]>CC(N(C)C)=O.Cl>[C:22]([CH2:21][C:14]1[C:13]([F:28])=[C:12]([O:8][CH2:1][C:2]2[CH:7]=[CH:6][CH:5]=[CH:4][CH:3]=2)[CH:17]=[CH:16][C:15]=1[N+:18]([O-:20])=[O:19])(=[O:24])[CH3:23] |f:1.2|. Reported procedure: To a solution of benzyl alcohol (221 mg, 2.05 mmol) in DMA (1.5 ml) was added 60% sodium hydride (82 mg, 2.05 mmol). The mixture was stirred for 1 hour at ambient temperature. A solution of 1,2-difluoro-3-(2,2-dimethoxypropyl)-4-nitrobenzene (534 mg, 2.05 mmol) in DMA (1.5 ml) was added and the mixture was stirred for 3 hours at ambient temperature. The mixture was diluted with 1N hydrochloric acid (10 ml) and extracted with ethyl acetate. The organic layer was evaporated and the residue was dis... Reported procedure: To 2-(2,4-difluorobenzyloxy)-6,7-dihydro-5H-benzocycloheptene-8-carboxylate (477 mg, 1.39 mmol) dissolved in a mixed solvent of methanol (5 ml) and THF (5 ml) was added a 1N aqueous solution of sodium hydroxide (4.2 ml), and the resulting mixture was stirred at 50° C. for 2 hours. The reaction mixture was mixed with 1 N hydrochloric acid (4.2 ml) at 0° C., was concentrated under reduced pressure and was mixed with water, and an insoluble material was collected by filtration. The insoluble materi... Product: FC1=C(COC=2C=CC3=C(C=C(CCC3)C(=O)O)C2)C=CC(=C1)F (2-(2,4-difluorobenzyloxy)-6,7-dihydro-5H-benzocycloheptene-8-carboxylic acid). Reaction conditions: temperature 50 celsius, time 2 hour. As a reaction SMILES: [F:1][C:2]1[CH:23]=[C:22]([F:24])[CH:21]=[CH:20][C:3]=1[CH2:4][O:5][C:6]1[CH:7]=[CH:8][C:9]2[CH2:15][CH2:14][CH2:13][C:12]([C:16]([O-:18])=[O:17])=[CH:11][C:10]=2[CH:19]=1.[OH-].[Na+].Cl>CO.C1COCC1>[F:1][C:2]1[CH:23]=[C:22]([F:24])[CH:21]=[CH:20][C:3]=1[CH2:4][O:5][C:6]1[CH:7]=[CH:8][C:9]2[CH2:15][CH2:14][CH2:13][C:12]([C:16]([OH:18])=[O:17])=[CH:11][C:10]=2[CH:19]=1 |f:1.2|. The reactants are FC1=C(COC=2C=CC3=C(C=C(CCC3)C(=O)[O-])C2)C=CC(=C1)F (2-(2,4-difluorobenzyloxy)-6,7-dihydro-5H-benzocycloheptene-8-carboxylate), Cl (hydrochloric acid), aqueous solution, [OH-].[Na+] (sodium hydroxide). Solvent: CO (methanol), C1CCOC1 (THF). Yield: 95.0%. Reactants: CC(=O)[O-], CC(=O)OC(C)=O, CC(=O)O, Cc1ccc2[nH]cc(C=O)c2c1, Cl, NO, [Na+]. The product is Cc1ccc2[nH]cc(C#N)c2c1. RXN SMILES: [CH3:17][C:18](=[O:19])[O-:20].[CH3:21][C:22]([O:23][C:24](=[O:25])[CH3:26])=[O:27].[CH3:28][C:29](=[O:30])[OH:31].[CH:1](=[O:2])[c:3]1[cH:4][nH:5][c:6]2[cH:7][cH:8][c:9]([CH3:12])[cH:10][c:11]12.[ClH:13].[NH2:14][OH:15].[Na+:16]>>[C:1]([c:3]1[cH:4][nH:5][c:6]2[cH:7][cH:8][c:9]([CH3:12])[cH:10][c:11]12)#[N:14]. Starting materials: ClCC(=O)O (chloroacetic acid), C(CCC)N(C(=S)NC(C1=CC(=CC=C1)OC)=O)CCCC (N,N-di-n-butyl-N′-(3-methoxybenzoyl)thiourea), C(CCC)N(C(=S)NC(C1=CC(=CC=C1)OC)=O)CCCC (N,N-di-n-butyl-N′-(3-methoxybenzoyl)thiourea), [OH-].[Na+] (sodium hydroxide). Run in O (water). The product is C(CCC)N(C=1SC=C(N1)C1=CC(=CC=C1)OC)CCCC (2-Dibutylamino-4-(3-methoxyphenyl)thiazole). RXN SMILES: [CH2:1]([N:5]([CH2:19][CH2:20][CH2:21][CH3:22])[C:6]([NH:8][C:9](=O)[C:10]1[CH:15]=[CH:14][CH:13]=[C:12]([O:16][CH3:17])[CH:11]=1)=[S:7])[CH2:2][CH2:3][CH3:4].[OH-].[Na+].Cl[CH2:26]C(O)=O>O>[CH2:1]([N:5]([CH2:19][CH2:20][CH2:21][CH3:22])[C:6]1[S:7][CH:26]=[C:9]([C:10]2[CH:15]=[CH:14][CH:13]=[C:12]([O:16][CH3:17])[CH:11]=2)[N:8]=1)[CH2:2][CH2:3][CH3:4] |f:1.2|. Procedure: A mixture of 114.95 g (356.5 mmol) of N,N-di-n-butyl-N′-(3-methoxybenzoyl)thiourea (compound 1-24), 31.37 g (784.2 mmol) of sodium hydroxide, and 350 ml of water was prepared, to which was added 40.42 g (427.8 mmol) of chloroacetic acid. The mixture was stirred and heated on a steam bath for 23 hrs, then cooled. The mixture was extracted with methylene chloride, and the extracts were washed with water, dried over magnesium sulfate, and concentrated. The oily residue began to crystallize on stand...